This data is from the Open Reaction Database (ORD), a public repository of structured organic reaction records. The task is: describe an organic reaction: reactants, conditions, products, and yield Starting materials: Cl.Cl.COC1=C(OCC(CN2CCN(CC2)CC(=O)NC2=C(C=CC=C2C)C)O)C=CC=C1 (1-[3-(2-methoxyphenoxy)-2-hydroxypropyl]-4-[(2,6-dimethylphenyl)aminocarbonylmethyl]piperazine dihydrochloride salt), [OH-].[NH4+] (ammonium hydroxide). The solvent is O (water). The product is COC1=C(OCC(CN2CCN(CC2)CC(=O)NC2=C(C=CC=C2C)C)O)C=CC=C1 (1-[3-(2-methoxyphenoxy)-2-hydroxypropyl]-4-[(2,6-dimethylphenyl)aminocarbonylmethyl]piperazine). Isolated yield 100.3%. Reaction SMILES: Cl.Cl.[CH3:3][O:4][C:5]1[CH:33]=[CH:32][CH:31]=[CH:30][C:6]=1[O:7][CH2:8][CH:9]([OH:29])[CH2:10][N:11]1[CH2:16][CH2:15][N:14]([CH2:17][C:18]([NH:20][C:21]2[C:26]([CH3:27])=[CH:25][CH:24]=[CH:23][C:22]=2[CH3:28])=[O:19])[CH2:13][CH2:12]1.[OH-].[NH4+]>O>[CH3:3][O:4][C:5]1[CH:33]=[CH:32][CH:31]=[CH:30][C:6]=1[O:7][CH2:8][CH:9]([OH:29])[CH2:10][N:11]1[CH2:16][CH2:15][N:14]([CH2:17][C:18]([NH:20][C:21]2[C:22]([CH3:28])=[CH:23][CH:24]=[CH:25][C:26]=2[CH3:27])=[O:19])[CH2:13][CH2:12]1 |f:0.1.2,3.4|. Reported procedure: A solution of 3.5 g of 1-[3-(2-methoxyphenoxy)-2-hydroxypropyl]-4-[(2,6-dimethylphenyl)aminocarbonylmethyl]piperazine dihydrochloride salt in water (50 ml) is adjusted to pH 12 with ammonium hydroxide solution and extracted with methylene chloride. The methylene chloride is evaporated to afford 3 g of 1-[3-(2-methoxyphenoxy)-2-hydroxypropyl]-4-[(2,6-dimethylphenyl)aminocarbonylmethyl]piperazine as the free base. Reactants: CCCCCC=CCC=CCCCCCCCCC(O)(CCCCCCCC=CCC=CCCCCC)C(O)CCCCCCCC=CCC=CCCCCC, O=C(Cl)OC(Cl)(Cl)Cl, c1ccncc1. The product is CCCCCC=CCC=CCCCCCCCCC1(CCCCCCCC=CCC=CCCCCC)OC(=O)OC1CCCCCCCC=CCC=CCCCCC. As a reaction SMILES: [CH2:1]([CH2:2][CH2:3][CH2:4][CH2:5][CH2:6][CH2:7][CH:8]=[CH:9][CH2:10][CH:11]=[CH:12][CH2:13][CH2:14][CH2:15][CH2:16][CH3:17])[C:18]([CH:19]([CH2:20][CH2:21][CH2:22][CH2:23][CH2:24][CH2:25][CH2:26][CH:27]=[CH:28][CH2:29][CH:30]=[CH:31][CH2:32][CH2:33][CH2:34][CH2:35][CH3:36])[OH:37])([CH2:38][CH2:39][CH2:40][CH2:41][CH2:42][CH2:43][CH2:44][CH2:45][CH:46]=[CH:47][CH2:48][CH:49]=[CH:50][CH2:51][CH2:52][CH2:53][CH2:54][CH3:55])[OH:56].[O:63]=[C:64]([Cl:65])[O:66][C:67]([Cl:68])([Cl:69])[Cl:70].[cH:57]1[cH:58][cH:59][n:60][cH:61][cH:62]1>>[CH2:1]([CH2:2][CH2:3][CH2:4][CH2:5][CH2:6][CH2:7][CH:8]=[CH:9][CH2:10][CH:11]=[CH:12][CH2:13][CH2:14][CH2:15][CH2:16][CH3:17])[C:18]1([CH2:38][CH2:39][CH2:40][CH2:41][CH2:42][CH2:43][CH2:44][CH2:45][CH:46]=[CH:47][CH2:48][CH:49]=[CH:50][CH2:51][CH2:52][CH2:53][CH2:54][CH3:55])[CH:19]([CH2:20][CH2:21][CH2:22][CH2:23][CH2:24][CH2:25][CH2:26][CH:27]=[CH:28][CH2:29][CH:30]=[CH:31][CH2:32][CH2:33][CH2:34][CH2:35][CH3:36])[O:37][C:64](=[O:63])[O:56]1. Starting materials: C(C(C)(C)C)(=O)OCC[C@@H]1OC(O[C@H]1CC1=CC=CC=C1)(CC)CC (2-((4S,5S)-5-benzyl-2,2-diethyl-1,3-dioxolane-4-yl)ethyl pivalate), C[O-].[Na+] (NaOMe). Run in CCOC(=O)C (EtOAc), CO (MeOH). Conditions: temperature 45 celsius, time 14 hour. Product: C(C1=CC=CC=C1)[C@H]1[C@@H](OC(O1)(CC)CC)CCO (2-((4S,5S)-5-benzyl-2,2-diethyl-1,3-dioxolane-4-yl)ethanol). Isolated yield 92.3%. Reaction SMILES: C([O:7][CH2:8][CH2:9][C@H:10]1[C@H:14]([CH2:15][C:16]2[CH:21]=[CH:20][CH:19]=[CH:18][CH:17]=2)[O:13][C:12]([CH2:24][CH3:25])([CH2:22][CH3:23])[O:11]1)(=O)C(C)(C)C.C[O-].[Na+]>CO.CCOC(C)=O>[CH2:15]([C@@H:14]1[O:13][C:12]([CH2:22][CH3:23])([CH2:24][CH3:25])[O:11][C@H:10]1[CH2:9][CH2:8][OH:7])[C:16]1[CH:17]=[CH:18][CH:19]=[CH:20][CH:21]=1 |f:1.2|. Procedure: To a stirred solution of (2-((4S,5S)-5-benzyl-2,2-diethyl-1,3-dioxolan-4-yl)ethyl pivalate (Preparation example 246, 1.0 g, 2.87 mmol) in MeOH (10 mL) was added NaOMe (0.47 g, 8.61 mmol) and then warm to 45° C. The mixture was stirred for 14 h. The resulting mixture was diluted with EtOAc, washed with water, dried over MgSO4, filtered, and concentrated under reduced pressure. The crude compound was purified by a silica gel column to produce the title compound (0.7 g, 80˜95%); The reactants are O=C([O-])[O-], CC#N, O=S(=O)(c1cccc(C2CCNCC2)c1F)C(F)(F)F, CI, [K+], [K+]. The product is CN1CCC(c2cccc(S(=O)(=O)C(F)(F)F)c2F)CC1. RXN SMILES: [C:21](=[O:22])([O-:23])[O-:24].[CH3:29][C:30]#[N:31].[F:1][c:2]1[c:3]([CH:15]2[CH2:16][CH2:17][NH:18][CH2:19][CH2:20]2)[cH:4][cH:5][cH:6][c:7]1[S:8](=[O:9])(=[O:10])[C:11]([F:12])([F:13])[F:14].[I:27][CH3:28].[K+:25].[K+:26]>>[F:1][c:2]1[c:3]([CH:15]2[CH2:16][CH2:17][N:18]([CH3:21])[CH2:19][CH2:20]2)[cH:4][cH:5][cH:6][c:7]1[S:8](=[O:9])(=[O:10])[C:11]([F:12])([F:13])[F:14]. Starting materials: ClCCl, Cl, CC1CC2C3CC(F)C4=CC(=O)C=CC4(C)C34OC4CC2(C)C1(O)C(=O)O, c1ccncc1, O=C(Cl)c1ccco1. The product is CC1CC2C3CC(F)C4=CC(=O)C=CC4(C)C34OC4CC2(C)C1(OC(=O)c1ccco1)C(=O)O. Reaction SMILES: [Cl:37][CH2:38][Cl:39].[ClH:36].[O:1]1[C:2]23[CH:3]1[CH2:4][C:5]1([CH3:27])[C:6]([C:23](=[O:24])[OH:25])([OH:26])[CH:7]([CH3:22])[CH2:8][CH:9]1[CH:10]2[CH2:11][CH:12]([F:21])[C:13]1=[CH:14][C:15](=[O:20])[CH:16]=[CH:17][C:18]31[CH3:19].[cH:40]1[cH:41][cH:42][n:43][cH:44][cH:45]1.[o:28]1[c:29]([C:33](=[O:34])[Cl:35])[cH:30][cH:31][cH:32]1>>[O:1]1[C:2]23[CH:3]1[CH2:4][C:5]1([CH3:27])[C:6]([C:23](=[O:24])[OH:25])([O:26][C:33]([c:29]4[o:28][cH:32][cH:31][cH:30]4)=[O:34])[CH:7]([CH3:22])[CH2:8][CH:9]1[CH:10]2[CH2:11][CH:12]([F:21])[C:13]1=[CH:14][C:15](=[O:20])[CH:16]=[CH:17][C:18]31[CH3:19]. The reactants are CN(C)CC1=CC=CC(=N1)OCCCN (3-(6-dimethylaminomethyl-2-pyridyloxy)propylamine), NC1=NS(N=C1OC)=O (3-amino-4-methoxy-1,2,5-thiadiazole 1-oxide), NC1=NS(N=C1NCCCOC1=NC(=CC=C1)CN1CCCCC1)=O (3-amino-4-[3-(6-piperidinomethyl-2-pyridyloxy)propylamino]-1,2,5-thiadiazole 1-oxide). Product: NC1=NSN=C1NCCCOC1=NC(=CC=C1)CN(C)C (3-Amino-4-[3-(6-dimethylaminomethyl-2-pyridyloxy)propylamino]-1,2,5-thiadiazole). Reaction SMILES: CN(CC1N=C(OCCCN)C=CC=1)C.NC1C(OC)=NS(=O)N=1.[NH2:25][C:26]1[C:30]([NH:31][CH2:32][CH2:33][CH2:34][O:35][C:36]2[CH:41]=[CH:40][CH:39]=[C:38]([CH2:42][N:43]3[CH2:48]CCC[CH2:44]3)[N:37]=2)=[N:29][S:28](=O)[N:27]=1>>[NH2:25][C:26]1[C:30]([NH:31][CH2:32][CH2:33][CH2:34][O:35][C:36]2[CH:41]=[CH:40][CH:39]=[C:38]([CH2:42][N:43]([CH3:44])[CH3:48])[N:37]=2)=[N:29][S:28][N:27]=1. Procedure: When a methanolic solution of 3-(6-dimethylaminomethyl-2-pyridyloxy)propylamine [prepared according to published United Kingdom Patent Application No. 2,098,988] is reacted with 3-amino-4-methoxy-1,2,5-thiadiazole 1-oxide according to the general procedure described in United Kingdom Patent Application No. 2,067,987 and the resulting 3-amino-4-[3-(6-piperidinomethyl-2-pyridyloxy)propylamino]-1,2,5-thiadiazole 1-oxide is successively reacted by the general procedure described in Example 1, Step A... Reactants: ClC1=C(C(=CC=C1)Cl)NC(=NC(C1=CC=CC=C1)=O)NOC1OCCCC1 (1-(2,6-dichlorophenyl)-2-benzoyl-3-tetrahydropyranyloxyguanidine), [OH-].[Na+] (NaOH). Solvent: O.C(C)O (water ethanol). Yields the product ClC1=C(C(=CC=C1)Cl)NC(=NOC1OCCCC1)N (1-(2,6-dichlorophenyl)-2-tetrahydropyranyloxyguanidine). The yield is 87.5%. RXN SMILES: [Cl:1][C:2]1[CH:7]=[CH:6][CH:5]=[C:4]([Cl:8])[C:3]=1[NH:9][C:10]([NH:20][O:21][CH:22]1[CH2:27][CH2:26][CH2:25][CH2:24][O:23]1)=[N:11]C(=O)C1C=CC=CC=1.[OH-].[Na+]>O.C(O)C>[Cl:1][C:2]1[CH:7]=[CH:6][CH:5]=[C:4]([Cl:8])[C:3]=1[NH:9][C:10]([NH2:11])=[N:20][O:21][CH:22]1[CH2:27][CH2:26][CH2:25][CH2:24][O:23]1 |f:1.2,3.4|. Procedure: 38.5 g 1-(2,6-dichlorophenyl)-2-benzoyl-3-tetrahydropyranyloxyguanidine are heated to a boil with 900 ml 5% NaOH (in a mixture water/ethanol 1:1) for 2 hours. After cooling, 25.1 g 1-(2,6-dichlorophenyl)-2-tetrahydropyranyloxyguanidine having a melting point of 178°-180° C. is obtained. Starting materials: FC=1C=C(C(=CC1)N)N (4-fluoro-benzene-1,2-diamine), C(C)OC(OCC)OCC (triethylorthoformate). The solvent is C(C)O (ethanol). Conditions: temperature 150 celsius. The product is FC=1C=CC2=C(NC=N2)C1 (6-FLUORO-1H-BENZOIMIDAZOLE). RXN SMILES: [F:1][C:2]1[CH:3]=[C:4]([NH2:9])[C:5]([NH2:8])=[CH:6][CH:7]=1.[CH2:10](OC(OCC)OCC)C>C(O)C>[F:1][C:2]1[CH:7]=[CH:6][C:5]2[N:8]=[CH:10][NH:9][C:4]=2[CH:3]=1. Reported procedure: To the solution of 4-fluoro-benzene-1,2-diamine (10 g, 79.4 mmol) and triethylorthoformate (117 mL, 793 mmol) was added few drop of ethanol and the reaction mixture was refluxed at 150° C. overnight. The reaction mixture was concentrated and the residue was directly taken to the next step. [M+H]=137.